From a dataset of the Open Reaction Database (ORD), a public repository of structured organic reaction records. describe an organic reaction: reactants, conditions, products, and yield The reactants are ClC1=NC=C(C(=N1)N(C1COC2C1OCC2O)C)Cl (6-((2,5-dichloropyrimidin-4-yl)(methyl)amino)hexahydrofuro[3,2-b]furan-3-ol), Cl.CN1N=CC(=C1)N (1-methyl-1H-pyrazol-4-amine hydrochloride), C(C)N(C(C)C)C(C)C (N-ethyldiisopropylamine). The solvent is CCCCO (n-BuOH). Reaction conditions: temperature 150 celsius, time 8 hour. Yields the product ClC=1C(=NC(=NC1)NC=1C=NN(C1)C)N(C1COC2C1OCC2O)C (6-((5-chloro-2-((l-methyl-1H-pyrazol-4-yl)amino)pyrimidin-4-yl)(methyl)amino)hexahydrofuro[3,2-b]furan-3-ol). Isolated yield 38.0%. As a reaction SMILES: Cl[C:2]1[N:7]=[C:6]([N:8]([CH3:18])[CH:9]2[CH:13]3[O:14][CH2:15][CH:16]([OH:17])[CH:12]3[O:11][CH2:10]2)[C:5]([Cl:19])=[CH:4][N:3]=1.Cl.[CH3:21][N:22]1[CH:26]=[C:25]([NH2:27])[CH:24]=[N:23]1.C(N(C(C)C)C(C)C)C>CCCCO>[Cl:19][C:5]1[C:6]([N:8]([CH3:18])[CH:9]2[CH:13]3[O:14][CH2:15][CH:16]([OH:17])[CH:12]3[O:11][CH2:10]2)=[N:7][C:2]([NH:27][C:25]2[CH:24]=[N:23][N:22]([CH3:21])[CH:26]=2)=[N:3][CH:4]=1 |f:1.2|. Reported procedure: To a suspension of 6-((2,5-dichloropyrimidin-4-yl)(methyl)amino)hexahydrofuro[3,2-b]furan-3-ol (342.2 mg, 1.12 mmol) and 1-methyl-1H-pyrazol-4-amine hydrochloride (185.0 mg, 1.38 mmol) in n-BuOH (5 mL) was added N-ethyldiisopropylamine (358.8 mg, 2.78 mmol). The reaction mixture was stirred at 150° C. in a sealed tube overnight and concentrated in vacuo. The residue was purified by silica gel column chromatography (MeOH/DCM (v/v)=1/40) to give the title compound as a beige solid (156 mg, 38.0%). Starting materials: C1(=CC=CC=C1)B(O)O (phenylboronic acid), BrC=1C=C2C(=NC1)OC(=N2)N2CCN1CCC2CC1 (4-(6-bromo-oxazolo[5,4-b]pyridin-2-yl)-1,4-diaza-bicyclo[3.2.2]nonane). Yields the product C1(=CC=CC=C1)C=1C=C2C(=NC1)OC(=N2)N2CCN1CCC2CC1 (4-(6-PHENYL-OXAZOLO[5,4-b]PYRIDIN-2-YL)-1,4-DIAZA-BICYCLO[3.2.2]NONANE). Isolated yield 50.0%. Reaction SMILES: [C:1]1(B(O)O)[CH:6]=[CH:5][CH:4]=[CH:3][CH:2]=1.Br[C:11]1[CH:12]=[C:13]2[N:19]=[C:18]([N:20]3[CH:26]4[CH2:27][CH2:28][N:23]([CH2:24][CH2:25]4)[CH2:22][CH2:21]3)[O:17][C:14]2=[N:15][CH:16]=1>>[C:1]1([C:11]2[CH:12]=[C:13]3[N:19]=[C:18]([N:20]4[CH:26]5[CH2:25][CH2:24][N:23]([CH2:28][CH2:27]5)[CH2:22][CH2:21]4)[O:17][C:14]3=[N:15][CH:16]=2)[CH:6]=[CH:5][CH:4]=[CH:3][CH:2]=1. Procedure: The title compound was prepared according to the procedure in Example 44 using phenylboronic acid and 4-(6-bromo-oxazolo[5,4-b]pyridin-2-yl)-1,4-diaza-bicyclo[3.2.2]nonane (prepared in Example 23) in 50% yield as a colorless oil: 1H NMR (CDCl3, 400 MHz) δ 8.10 (d, 1H, J=2.1 Hz), 7.72 (d, 1H, J=2.1 Hz), 7.57-7.55 (m, 2H), 7.47-7.44 (m, 2H), 7.39-7.36 (m, 1H), 4.58 (br s, 1H), 3.98 (t, 2H, J=5.8 Hz), 3.22-3.14 (m, 4H), 3.11-3.01 (m, 2H), 2.22-2.15 (m, 2H), 1.89-1.82 (m, 2H); MS (Cl) m/z 321.2 (M+1... Reactants: CCOC(=O)C(C)(C)NC(=O)c1cccc(C2=NC(C)(C)Cc3cc(OC)c4c(c32)CC(C)(C)O4)c1, CCO, Cl, [Na+], [OH-]. Yields the product Cl, COc1cc2c(c3c1OC(C)(C)C3)C(c1cccc(C(=O)NC(C)(C)C(=O)O)c1)=NC(C)(C)C2. As a reaction SMILES: [CH2:3]([CH3:4])[O:5][C:6]([C:7]([NH:8][C:9]([c:10]1[cH:11][c:12]([C:16]2=[N:17][C:18]([CH3:33])([CH3:34])[CH2:19][c:20]3[cH:21][c:22]([O:31][CH3:32])[c:23]4[c:24]([c:25]32)[CH2:26][C:27]([CH3:29])([CH3:30])[O:28]4)[cH:13][cH:14][cH:15]1)=[O:35])([CH3:36])[CH3:37])=[O:38].[CH3:40][CH2:41][OH:42].[ClH:39].[Na+:2].[OH-:1]>>[ClH:39].[O:5]=[C:6]([C:7]([NH:8][C:9]([c:10]1[cH:11][c:12]([C:16]2=[N:17][C:18]([CH3:33])([CH3:34])[CH2:19][c:20]3[cH:21][c:22]([O:31][CH3:32])[c:23]4[c:24]([c:25]32)[CH2:26][C:27]([CH3:29])([CH3:30])[O:28]4)[cH:13][cH:14][cH:15]1)=[O:35])([CH3:36])[CH3:37])[OH:38]. Starting materials: O (water), N1=CC=CC=C1 (pyridine), C(CC)(=O)Cl (propionyl chloride), S1C(=NC2=C1C=CC=C2)COC2=CC(=C(C=C2)N(C(OC)=O)CO)C (Methyl N-[4-(benzothiazol-2-ylmethoxy)-2-methylphenyl]-N-hydroxymethylcarbamate). Run in C(Cl)Cl (methylene chloride). Reaction conditions: time 10 minute. Yields the product S1C(=NC2=C1C=CC=C2)COC2=CC(=C(C=C2)N(C(OC)=O)COC(CC)=O)C (Methyl N-[4-(benzothiazol-2-ylmethoxy)-2-methylphenyl]-N-propionyloxymethylcarbamate). Yield: 94.0%. As a reaction SMILES: N1C=CC=CC=1.[C:7](Cl)(=[O:10])[CH2:8][CH3:9].[S:12]1[C:16]2[CH:17]=[CH:18][CH:19]=[CH:20][C:15]=2[N:14]=[C:13]1[CH2:21][O:22][C:23]1[CH:28]=[CH:27][C:26]([N:29]([CH2:34][OH:35])[C:30](=[O:33])[O:31][CH3:32])=[C:25]([CH3:36])[CH:24]=1.O>C(Cl)Cl>[S:12]1[C:16]2[CH:17]=[CH:18][CH:19]=[CH:20][C:15]=2[N:14]=[C:13]1[CH2:21][O:22][C:23]1[CH:28]=[CH:27][C:26]([N:29]([CH2:34][O:35][C:7](=[O:10])[CH2:8][CH3:9])[C:30](=[O:33])[O:31][CH3:32])=[C:25]([CH3:36])[CH:24]=1. Procedure details: 0.1 ml of pyridine and 0.1 ml of propionyl chloride were added to a solution of 121 mg of methyl N-[4-(benzothiazol-2-ylmethoxy)-2-methylphenyl]-N-hydroxymethylcarbamate (prepared as described in Example 19 above) in 2 ml of methylene chloride cooled in an ice-water bath and the resulting mixture was stirred at the same temperature for 10 minutes. At the end of this time, water was added to the reaction mixture and the resulting mixture was extracted with methylene chloride. The resulting extrac... Reactants: CCOC(=O)C1CCCC1NCc1ccc(F)cc1, CS(=O)(=O)Nc1ccc2c(c1)S(=O)(=O)N=C(CC(=O)O)N2, CN(C)C=O, C(=NC1CCCCC1)=NC1CCCCC1. Product: CCOC(=O)C1CCCC1N(Cc1ccc(F)cc1)C(=O)CC1=NS(=O)(=O)c2cc(NS(C)(=O)=O)ccc2N1. As a reaction SMILES: [CH2:22]([CH3:23])[O:24][C:25](=[O:26])[CH:27]1[CH:28]([NH:32][CH2:33][c:34]2[cH:35][cH:36][c:37]([F:40])[cH:38][cH:39]2)[CH2:29][CH2:30][CH2:31]1.[CH3:1][S:2](=[O:3])(=[O:4])[NH:5][c:6]1[cH:7][c:8]2[c:9]([cH:20][cH:21]1)[NH:10][C:11]([CH2:16][C:17](=[O:18])[OH:19])=[N:12][S:13]2(=[O:14])=[O:15].[CH3:56][N:57]([CH3:58])[CH:59]=[O:60].[CH:41]1([N:42]=[C:43]=[N:44][CH:45]2[CH2:46][CH2:47][CH2:48][CH2:49][CH2:50]2)[CH2:51][CH2:52][CH2:53][CH2:54][CH2:55]1>>[CH3:1][S:2](=[O:3])(=[O:4])[NH:5][c:6]1[cH:7][c:8]2[c:9]([cH:20][cH:21]1)[NH:10][C:11]([CH2:16][C:17](=[O:19])[N:32]([CH:28]1[CH:27]([C:25]([O:24][CH2:22][CH3:23])=[O:26])[CH2:31][CH2:30][CH2:29]1)[CH2:33][c:34]1[cH:35][cH:36][c:37]([F:40])[cH:38][cH:39]1)=[N:12][S:13]2(=[O:14])=[O:15]. Reactants: C1CCOC1, Cl, COc1c([N+](=O)[O-])c(F)c(F)c2c1[nH]c(=O)n2-c1ccc(I)cc1F, [Zn]. The product is COc1c(N)c(F)c(F)c2c1[nH]c(=O)n2-c1ccc(I)cc1F. RXN SMILES: [CH2:27]1[O:28][CH2:29][CH2:30][CH2:31]1.[ClH:1].[F:2][c:3]1[c:4]([N+:24]([O-:25])=[O:26])[c:5]([O:22][CH3:23])[c:6]2[c:7]([n:8](-[c:12]3[c:13]([F:19])[cH:14][c:15]([I:18])[cH:16][cH:17]3)[c:9](=[O:11])[nH:10]2)[c:20]1[F:21].[Zn:32]>>[F:2][c:3]1[c:4]([NH2:24])[c:5]([O:22][CH3:23])[c:6]2[c:7]([n:8](-[c:12]3[c:13]([F:19])[cH:14][c:15]([I:18])[cH:16][cH:17]3)[c:9](=[O:11])[nH:10]2)[c:20]1[F:21]. Reactants: Br (hydrobromic acid), C(C1=CC=CC=C1)OCC1(CC2(CNC(O2)=O)CCC1)CN1C=NC2=C1C=C(C=C2)C#N (1-((7-((benzyloxy)methyl)-2-oxo-1-oxa-3-azaspiro[4.5]decan-7-yl)methyl)-1H-benzo[d]imidazole-6-carbonitrile), [OH-].[Na+] (NaOH). Run in O1CCOCC1 (1,4-dioxane). Run at temperature 70 celsius. Product: OC[C@]1(C[C@]2(CNC(O2)=O)CCC1)CN1C=NC2=C1C=C(C=C2)C#N (1-{[(5S,7R)-7-(hydroxymethyl)-2-oxo-1-oxa-3-azaspiro[4.5]dec-7-yl]methyl}-1H-benzimidazole-6-carbonitrile). Isolated yield 65.3%. As a reaction SMILES: C([O:8][CH2:9][C:10]1([CH2:21][N:22]2[C:26]3[CH:27]=[C:28]([C:31]#[N:32])[CH:29]=[CH:30][C:25]=3[N:24]=[CH:23]2)[CH2:20][CH2:19][CH2:18][C:12]2([O:16][C:15](=[O:17])[NH:14][CH2:13]2)[CH2:11]1)C1C=CC=CC=1.Br.[OH-].[Na+]>O1CCOCC1>[OH:8][CH2:9][C@:10]1([CH2:21][N:22]2[C:26]3[CH:27]=[C:28]([C:31]#[N:32])[CH:29]=[CH:30][C:25]=3[N:24]=[CH:23]2)[CH2:20][CH2:19][CH2:18][C@:12]2([O:16][C:15](=[O:17])[NH:14][CH2:13]2)[CH2:11]1 |f:2.3|. Reported procedure: To a light orange suspension of 1-((7-((benzyloxy)methyl)-2-oxo-1-oxa-3-azaspiro[4.5]decan-7-yl)methyl)-1H-benzo[d]imidazole-6-carbonitrile (0.120 g, 0.279 mmol) in 1,4-dioxane (2.157 mL) was added concentrated hydrobromic acid (0.631 mL, 5.57 mmol). The reaction mixture was heated at 70° C. for 17 h. The reaction was then cooled to RT. Next, 6N NaOH was added till the pH was adjusted to 13 and then the mixture extracted with EtOAc (2×10 mL). The combined organic layers were dried over Na2SO4, f...